From a dataset of the Open Reaction Database (ORD), a public repository of structured organic reaction records. describe an organic reaction: reactants, conditions, products, and yield The reactants are BrC1=CC=C2C=CN(C2=C1)CCN(C)C (6-Bromo-1-(2-(N,N-dimethylamino)ethyl)-1H-indole), B1(OCCCO1)C2=CN=CC=C2 (pyridine-3-boronic acid-1,3-propanediol cyclic ester), C([O-])([O-])=O.[Na+].[Na+] (sodium carbonate). The reagents and catalysts are C=1C=CC(=CC1)[P](C=2C=CC=CC2)(C=3C=CC=CC3)[Pd]([P](C=4C=CC=CC4)(C=5C=CC=CC5)C=6C=CC=CC6)([P](C=7C=CC=CC7)(C=8C=CC=CC8)C=9C=CC=CC9)[P](C=1C=CC=CC1)(C=1C=CC=CC1)C=1C=CC=CC1 (tetrakis(triphenylphosphine)palladium(0)). The solvent is C1(=CC=CC=C1)C (toluene). Yields the product N.CO (ammonia methanol), CN(C)CCN1C=CC2=CC=C(C=C12)C=1C=NC=CC1 (1-(2-(N,N-Dimethylamino)ethyl)-6-(3-pyridyl)-1H-indole). The yield is 163.0%. Reaction SMILES: Br[C:2]1[CH:10]=[C:9]2[C:5]([CH:6]=[CH:7][N:8]2[CH2:11][CH2:12][N:13]([CH3:15])[CH3:14])=[CH:4][CH:3]=1.B1([C:22]2[CH:27]=[CH:26][CH:25]=[N:24][CH:23]=2)OCC[CH2:18][O:17]1.C(=O)([O-])[O-].[Na+].[Na+]>C1C=CC([P]([Pd]([P](C2C=CC=CC=2)(C2C=CC=CC=2)C2C=CC=CC=2)([P](C2C=CC=CC=2)(C2C=CC=CC=2)C2C=CC=CC=2)[P](C2C=CC=CC=2)(C2C=CC=CC=2)C2C=CC=CC=2)(C2C=CC=CC=2)C2C=CC=CC=2)=CC=1.C1(C)C=CC=CC=1>[NH3:8].[CH3:18][OH:17].[CH3:14][N:13]([CH2:12][CH2:11][N:8]1[C:9]2[C:5](=[CH:4][CH:3]=[C:2]([C:22]3[CH:23]=[N:24][CH:25]=[CH:26][CH:27]=3)[CH:10]=2)[CH:6]=[CH:7]1)[CH3:15] |f:2.3.4,7.8,^1:37,39,58,77|. Procedure details: In a 25 mL round bottom flask equipped with a stir bar was added 6-Bromo-1-(2-(N,N-dimethylamino)ethyl)-1H-indole (0.10 g; 0.37 mmol), pyridine-3-boronic acid-1,3-propanediol cyclic ester (0.12 g; 0.74 mmol), toluene (10 mL), sodium carbonate (2M) (4 mL) and tetrakis(triphenylphosphine)palladium(0) (0.02 g; 0.04 mmol). The reaction mixture was refluxed overnight, filtered through a pad of celite and the solvent evaporated in vacuo. The residue was dissolved in ethyl acetate (30 mL) and successiv... Starting materials: COCCOC, COC(=O)C(Cl)OC, [N-]=[N+]=[N-], [Na+]. The product is COC(=O)C(N=[N+]=[N-])OC. Reaction SMILES: [CH2:13]([CH2:14][O:15][CH3:16])[O:17][CH3:18].[Cl:1][CH:2]([C:3](=[O:4])[O:5][CH3:6])[O:7][CH3:8].[N-:10]=[N+:11]=[N-:12].[Na+:9]>>[CH:2]([C:3](=[O:4])[O:5][CH3:6])([O:7][CH3:8])[N:10]=[N+:11]=[N-:12]. Reactants: O=C([O-])C(O)C(O)C(=O)[O-], CC(C)C[Al+]CC(C)C, ClCCl, CN(C)c1cc(C#N)cc(C(F)(F)F)c1, [H-], [K+], [Na+]. Product: CN(C)c1cc(C=O)cc(C(F)(F)F)c1. RXN SMILES: [C:26](=[O:27])([CH:28]([CH:29]([C:30]([O-:31])=[O:32])[OH:33])[OH:34])[O-:35].[CH2:2]([Al+:3][CH2:4][CH:5]([CH3:6])[CH3:7])[CH:8]([CH3:9])[CH3:10].[CH2:38]([Cl:39])[Cl:40].[CH3:11][N:12]([c:13]1[cH:14][c:15]([C:16]#[N:17])[cH:18][c:19]([C:21]([F:22])([F:23])[F:24])[cH:20]1)[CH3:25].[H-:1].[K+:36].[Na+:37]>>[CH3:11][N:12]([c:13]1[cH:14][c:15]([CH:16]=[O:27])[cH:18][c:19]([C:21]([F:22])([F:23])[F:24])[cH:20]1)[CH3:25].